Dataset: the Open Reaction Database (ORD), a public repository of structured organic reaction records. Task: describe an organic reaction: reactants, conditions, products, and yield The reactants are ClC1=C(C(=NC2=CC(=CC=C12)F)C1=NC=CC=C1)C (4-chloro-7-fluoro-3-methyl-2-(pyridin-2-yl)quinoline), CC(C)([O-])C.[Na+] (sodium tert-butoxide), NC=1C=C(C(=O)OC)C=C(C1)N1CCOCC1 (methyl 3-amino-5-morpholinobenzoate), CC(C)C1=CC(=C(C(=C1)C(C)C)C2=C(C=CC=C2)P(C3CCCCC3)C4CCCCC4)C(C)C (XPhos). Reagents/catalysts: CC(C)C1=CC(=C(C(=C1)C(C)C)C2=CC=CC=C2P(C3CCCCC3)C4CCCCC4)C(C)C.C1=CC=C([C-]=C1)CCN.Cl[Pd+] (XPhos precatalyst). Solvent: C1(=CC=CC=C1)C (toluene). Yields the product FC1=CC=C2C(=C(C(=NC2=C1)C1=NC=CC=C1)C)NC=1C=C(C(=O)OC)C=C(C1)N1CCOCC1 (methyl 3-(7-fluoro-3-methyl-2-(pyridin-2-yl)quinolin-4-ylamino)-5-morpholinobenzoate). Reaction SMILES: Cl[C:2]1[C:11]2[C:6](=[CH:7][C:8]([F:12])=[CH:9][CH:10]=2)[N:5]=[C:4]([C:13]2[CH:18]=[CH:17][CH:16]=[CH:15][N:14]=2)[C:3]=1[CH3:19].[NH2:20][C:21]1[CH:22]=[C:23]([CH:28]=[C:29]([N:31]2[CH2:36][CH2:35][O:34][CH2:33][CH2:32]2)[CH:30]=1)[C:24]([O:26][CH3:27])=[O:25].CC(C1C=C(C(C)C)C(C2C=CC=CC=2P(C2CCCCC2)C2CCCCC2)=C(C(C)C)C=1)C.CC(C)([O-])C.[Na+]>CC(C1C=C(C(C)C)C(C2C(P(C3CCCCC3)C3CCCCC3)=CC=CC=2)=C(C(C)C)C=1)C.C1C=[C-]C(CCN)=CC=1.Cl[Pd+].C1(C)C=CC=CC=1>[F:12][C:8]1[CH:7]=[C:6]2[C:11]([C:2]([NH:20][C:21]3[CH:22]=[C:23]([CH:28]=[C:29]([N:31]4[CH2:32][CH2:33][O:34][CH2:35][CH2:36]4)[CH:30]=3)[C:24]([O:26][CH3:27])=[O:25])=[C:3]([CH3:19])[C:4]([C:13]3[CH:18]=[CH:17][CH:16]=[CH:15][N:14]=3)=[N:5]2)=[CH:10][CH:9]=1 |f:3.4,5.6.7|. Procedure: Prepared according to Procedure Y using 4-chloro-7-fluoro-3-methyl-2-(pyridin-2-yl)quinoline (0.300 g, 1.100 mmol), methyl 3-amino-5-morpholinobenzoate (0.260 g, 1.100 mmol), XPhos precatalyst (CAS 1028206-56-5; 0.074 g, 0.110 mmol), XPhos (0.052 g, 0.110 mmol), sodium tert-butoxide (0.26 g, 2.75 mmol), and toluene (2.2 mL). Purification by column chromatography (silica; 0-90% EtOAc in hexanes) afforded methyl 3-(7-fluoro-3-methyl-2-(pyridin-2-yl)quinolin-4-ylamino)-5-morpholinobenzoate as a yel... The reactants are C(O)([O-])=O.[K+] (potassium hydrogen carbonate), N[C@H]1CC[C@H](CC1)NC(=O)OC(C)(C)C (tert-butyl cis-4-aminocyclohexanecarbamate), BrCCCCBr (1,4-dibromobutane). Run in CN(C)C=O (DMF). Conditions: time 24 hour. Yields the product N1(CCCC1)[C@H]1CC[C@H](CC1)NC(=O)OC(C)(C)C (tert-Butyl cis-4-(pyrrolidin-1-yl)cyclohexanecarbamate). RXN SMILES: C(=O)([O-])O.[K+].[NH2:6][C@@H:7]1[CH2:12][CH2:11][C@H:10]([NH:13][C:14]([O:16][C:17]([CH3:20])([CH3:19])[CH3:18])=[O:15])[CH2:9][CH2:8]1.Br[CH2:22][CH2:23][CH2:24][CH2:25]Br>CN(C=O)C>[N:6]1([C@@H:7]2[CH2:12][CH2:11][C@H:10]([NH:13][C:14]([O:16][C:17]([CH3:20])([CH3:19])[CH3:18])=[O:15])[CH2:9][CH2:8]2)[CH2:25][CH2:24][CH2:23][CH2:22]1 |f:0.1|. Reported procedure: 25 mg of potassium hydrogen carbonate are added to a solution of tert-butyl cis-4-aminocyclohexanecarbamate (10 g, 46 mmol) and 1,4-dibromobutane (12.1 g, 56 mmol) in 400 ml of DMF, and the mixture is stirred at RT for 24 h. The reaction mixture is then evaporated and the residue is taken up in diethyl ether; this solution is washed with water. The organic phase is dried and evaporated in vacuo. Yield: 12 g.